Dataset: the Open Reaction Database (ORD), a public repository of structured organic reaction records. Task: describe an organic reaction: reactants, conditions, products, and yield The reactants are O=C([O-])[O-], CCOC(=O)C1CNCCO1, CC#N, ClCCCN1c2ccccc2CCc2ccccc21, [I-], [K+], [K+], [K+], O. The product is CCOC(=O)C1CN(CCCN2c3ccccc3CCc3ccccc32)CCO1. As a reaction SMILES: [C:12](=[O:13])([O-:14])[O-:15].[CH2:1]([CH3:2])[O:3][C:4](=[O:5])[CH:6]1[O:7][CH2:8][CH2:9][NH:10][CH2:11]1.[CH3:40][C:41]#[N:42].[Cl:20][CH2:21][CH2:22][CH2:23][N:24]1[c:25]2[c:26]([cH:35][cH:36][cH:37][cH:38]2)[CH2:27][CH2:28][c:29]2[c:30]1[cH:31][cH:32][cH:33][cH:34]2.[I-:19].[K+:16].[K+:17].[K+:18].[OH2:39]>>[CH2:1]([CH3:2])[O:3][C:4](=[O:5])[CH:6]1[O:7][CH2:8][CH2:9][N:10]([CH2:21][CH2:22][CH2:23][N:24]2[c:25]3[c:26]([cH:35][cH:36][cH:37][cH:38]3)[CH2:27][CH2:28][c:29]3[c:30]2[cH:31][cH:32][cH:33][cH:34]3)[CH2:11]1. Starting materials: dimethylsulphoxonium methylide, solution, FC1=C(C=CC(=C1)F)C(C(C)C=1C=NC=CC1)=O (1-(2,4-Difluorophenyl)-2-(pyridin-3-yl)propan-1-one), O1CCCC1 (tetrahydrofuran), O1CCCC1 (tetrahydrofuran). The solvent is O (water). Conditions: time 18 hour. Product: FC1=C(C=CC(=C1)F)C1(OC1)C(C)C=1C=NC=CC1 (2-(2,4-Difluorophenyl)-2-[1-(pyridin-3-yl)ethyl]oxirane). RXN SMILES: [F:1][C:2]1[CH:7]=[C:6]([F:8])[CH:5]=[CH:4][C:3]=1[C:9](=[O:18])[CH:10]([C:12]1[CH:13]=[N:14][CH:15]=[CH:16][CH:17]=1)[CH3:11].O1CCC[CH2:20]1>O>[F:1][C:2]1[CH:7]=[C:6]([F:8])[CH:5]=[CH:4][C:3]=1[C:9]1([CH:10]([C:12]2[CH:13]=[N:14][CH:15]=[CH:16][CH:17]=2)[CH3:11])[CH2:20][O:18]1. Procedure details: A solution of dimethylsulphoxonium methylide (36.5 ml of a 0.6M solution in tetrahydrofuran) was added dropwise to a stirred solution of the product of part (ii) (4.36 g) in tetrahydrofuran (35 ml) at -20°. The solution was allowed to warm to room temperature and stirring was continued for 18 hours and then diluted with water. The mixture was extracted with ethyl acetate and the combined extracts were dried (Na2SO4). Evaporation of the solvent gave the title compound as an oil (4.50 g) which was... Starting materials: [BH4-], CCOC(=O)C1=C(C)NC(C=O)=C(C(=O)OCC)C1c1ccccc1[N+](=O)[O-], CCO, Cl, [Na+]. The product is CCOC(=O)C1=C(C)NC(CO)=C(C(=O)OCC)C1c1ccccc1[N+](=O)[O-]. RXN SMILES: [BH4-:29].[CH3:1][C:2]1=[C:7]([C:8](=[O:9])[O:10][CH2:11][CH3:12])[CH:6]([c:13]2[c:14]([N+:19](=[O:20])[O-:21])[cH:15][cH:16][cH:17][cH:18]2)[C:5]([C:22](=[O:23])[O:24][CH2:25][CH3:26])=[C:4]([CH:27]=[O:28])[NH:3]1.[CH3:32][CH2:33][OH:34].[ClH:31].[Na+:30]>>[CH3:1][C:2]1=[C:7]([C:8](=[O:9])[O:10][CH2:11][CH3:12])[CH:6]([c:13]2[c:14]([N+:19](=[O:20])[O-:21])[cH:15][cH:16][cH:17][cH:18]2)[C:5]([C:22](=[O:23])[O:24][CH2:25][CH3:26])=[C:4]([CH2:27][OH:28])[NH:3]1. Reactants: CO, CC(C)CC(C)O, CN1C(=O)C2(CC2)CN(C2CCCC2)c2nc(Cl)ncc21, CCN1CCC(NC(=O)c2ccc(N)c(Cl)c2)CC1, O, Cc1ccc(S(=O)(=O)O)cc1. Product: CCN1CCC(NC(=O)c2ccc(Nc3ncc4c(n3)N(C3CCCC3)CC3(CC3)C(=O)N4C)c(Cl)c2)CC1. RXN SMILES: [CH3:53][OH:54].[CH3:55][CH:56]([CH3:57])[CH2:58][CH:59]([OH:60])[CH3:61].[Cl:1][c:2]1[n:3][cH:4][c:5]2[c:13]([n:14]1)[N:12]([CH:15]1[CH2:16][CH2:17][CH2:18][CH2:19]1)[CH2:11][C:8]1([C:7](=[O:20])[N:6]2[CH3:21])[CH2:9][CH2:10]1.[NH2:22][c:23]1[c:24]([Cl:40])[cH:25][c:26]([C:27](=[O:28])[NH:29][CH:30]2[CH2:31][CH2:32][N:33]([CH2:36][CH3:37])[CH2:34][CH2:35]2)[cH:38][cH:39]1.[OH2:41].[c:42]1([CH3:43])[cH:44][cH:45][c:46]([S:47]([OH:48])(=[O:49])=[O:50])[cH:51][cH:52]1>>[c:2]1([NH:22][c:23]2[c:24]([Cl:40])[cH:25][c:26]([C:27](=[O:28])[NH:29][CH:30]3[CH2:31][CH2:32][N:33]([CH2:36][CH3:37])[CH2:34][CH2:35]3)[cH:38][cH:39]2)[n:3][cH:4][c:5]2[c:13]([n:14]1)[N:12]([CH:15]1[CH2:16][CH2:17][CH2:18][CH2:19]1)[CH2:11][C:8]1([C:7](=[O:20])[N:6]2[CH3:21])[CH2:9][CH2:10]1. The reactants are O=C(O)C(O)C(O)C(=O)O, COCCO[AlH2-]OCCOC, Cc1ccccc1, CCOCC, ClI, [K], [Na+], [Na], OCC#Cc1ccccc1. The product is OCC=C(I)c1ccccc1. RXN SMILES: [C:25]([OH:26])(=[O:27])[CH:28]([CH:29]([C:30]([OH:31])=[O:32])[OH:33])[OH:34].[CH3:2][O:3][CH2:4][CH2:5][O:6][AlH2-:7][O:8][CH2:9][CH2:10][O:11][CH3:12].[CH3:37][c:38]1[cH:39][cH:40][cH:41][cH:42][cH:43]1.[CH3:44][CH2:45][O:46][CH2:47][CH3:48].[I:23][Cl:24].[K:36].[Na+:1].[Na:35].[c:13]1([C:19]#[C:20][CH2:21][OH:22])[cH:14][cH:15][cH:16][cH:17][cH:18]1>>[c:13]1([C:19](=[CH:20][CH2:21][OH:22])[I:23])[cH:14][cH:15][cH:16][cH:17][cH:18]1. The reactants are OC1=CC=C(C=O)C=C1 (4-hydroxy benzaldehyde), ClC=1C=C(C#N)C=CC1F (3-chloro-4-fluorobenzonitrile). The product is ClC=1C=C(C#N)C=CC1OC1=CC=C(C=C1)C=O (3-Chloro-4-(4-formyl-phenoxy)-benzonitrile). Yield: 1.9%. As a reaction SMILES: [OH:1][C:2]1[CH:9]=[CH:8][C:5]([CH:6]=[O:7])=[CH:4][CH:3]=1.[Cl:10][C:11]1[CH:12]=[C:13]([CH:16]=[CH:17][C:18]=1F)[C:14]#[N:15]>>[Cl:10][C:11]1[CH:12]=[C:13]([CH:16]=[CH:17][C:18]=1[O:1][C:2]1[CH:9]=[CH:8][C:5]([CH:6]=[O:7])=[CH:4][CH:3]=1)[C:14]#[N:15]. Procedure details: The above compound is prepared by nucleophilic displacement reaction of 4-hydroxy benzaldehyde and 3-chloro-4-fluorobenzonitrile under basic conditions as described in Example 243, step 1.91% yield. Reactants: C1CCOC1, CCOC(=O)c1cnc(NC(=O)c2cc(OCc3ccccc3Cl)cc(OCc3ccccc3Cl)c2)s1, [Na+], [OH-], O. Yields the product O=C(Nc1ncc(C(=O)O)s1)c1cc(OCc2ccccc2Cl)cc(OCc2ccccc2Cl)c1. Reaction SMILES: [CH2:40]1[O:41][CH2:42][CH2:43][CH2:44]1.[Cl:1][c:2]1[c:3]([CH2:4][O:5][c:6]2[cH:7][c:8]([C:9](=[O:10])[NH:11][c:12]3[s:13][c:14]([C:17](=[O:18])[O:19][CH2:20][CH3:21])[cH:15][n:16]3)[cH:22][c:23]([O:25][CH2:26][c:27]3[c:28]([Cl:33])[cH:29][cH:30][cH:31][cH:32]3)[cH:24]2)[cH:34][cH:35][cH:36][cH:37]1.[Na+:39].[OH-:38].[OH2:45]>>[Cl:1][c:2]1[c:3]([CH2:4][O:5][c:6]2[cH:7][c:8]([C:9](=[O:10])[NH:11][c:12]3[s:13][c:14]([C:17](=[O:18])[OH:19])[cH:15][n:16]3)[cH:22][c:23]([O:25][CH2:26][c:27]3[c:28]([Cl:33])[cH:29][cH:30][cH:31][cH:32]3)[cH:24]2)[cH:34][cH:35][cH:36][cH:37]1. Reactants: CN1CCN(CC1)CC=1OC=C(C1)[Sn](CCCC)(CCCC)CCCC (1-methyl-4-((4-(tributylstannyl)furan-2-yl)methyl)piperazine), BrC=1C=C(OC1[Sn](CCCC)(CCCC)CCCC)CN1CCN(CC1)C (1-((4-bromo-5-(tributylstannyl)furan-2-yl)methyl)-4-methylpiperazine), COC1=CC=C(CN2N=C(C=3C2=NC=CC3OC3=C(C=C(C=C3)N(C(=O)C3(CC3)C(=O)N)C3=CC=C(C=C3)F)F)I)C=C1 (N-(4-(1-(4-methoxybenzyl)-3-iodo-1H-pyrazolo[3,4-b]pyridin-4-yloxy)-3-fluorophenyl)-N-(4-fluorophenyl)cyclopropane-1,1-dicarboxamide). The reagents and catalysts are Cl[Pd]([P](C1=CC=CC=C1)(C2=CC=CC=C2)C3=CC=CC=C3)([P](C4=CC=CC=C4)(C5=CC=CC=C5)C6=CC=CC=C6)Cl (PdCl2(PPh3)2). Solvent: O1CCOCC1 (dioxane). Run at temperature 90 celsius. Product: COC1=CC=C(CN2N=C(C=3C2=NC=CC3OC3=C(C=C(C=C3)N(C(=O)C3(CC3)C(=O)N)C3=CC=C(C=C3)F)F)C3=COC(=C3)CN3CCN(CC3)C)C=C1 (N-(4-(1-(4-methoxybenzyl)-3-(5-((4-methylpiperazin-1-yl)methyl)furan-3-yl)-1H-pyrazolo[3,4-b]pyridin-4-yloxy)-3-fluorophenyl)-N-(4-fluorophenyl)cyclopropane-1,1-dicarboxamide). Reaction SMILES: [CH3:1][O:2][C:3]1[CH:43]=[CH:42][C:6]([CH2:7][N:8]2[C:12]3=[N:13][CH:14]=[CH:15][C:16]([O:17][C:18]4[CH:23]=[CH:22][C:21]([N:24]([C:33]5[CH:38]=[CH:37][C:36]([F:39])=[CH:35][CH:34]=5)[C:25]([C:27]5([C:30]([NH2:32])=[O:31])[CH2:29][CH2:28]5)=[O:26])=[CH:20][C:19]=4[F:40])=[C:11]3[C:10](I)=[N:9]2)=[CH:5][CH:4]=1.[CH3:44][N:45]1[CH2:50][CH2:49][N:48]([CH2:51][C:52]2[O:53][CH:54]=[C:55]([Sn](CCCC)(CCCC)CCCC)[CH:56]=2)[CH2:47][CH2:46]1.BrC1C=C(CN2CCN(C)CC2)OC=1[Sn](CCCC)(CCCC)CCCC>O1CCOCC1.Cl[Pd](Cl)([P](C1C=CC=CC=1)(C1C=CC=CC=1)C1C=CC=CC=1)[P](C1C=CC=CC=1)(C1C=CC=CC=1)C1C=CC=CC=1>[CH3:1][O:2][C:3]1[CH:43]=[CH:42][C:6]([CH2:7][N:8]2[C:12]3=[N:13][CH:14]=[CH:15][C:16]([O:17][C:18]4[CH:23]=[CH:22][C:21]([N:24]([C:33]5[CH:38]=[CH:37][C:36]([F:39])=[CH:35][CH:34]=5)[C:25]([C:27]5([C:30]([NH2:32])=[O:31])[CH2:29][CH2:28]5)=[O:26])=[CH:20][C:19]=4[F:40])=[C:11]3[C:10]([C:55]3[CH:56]=[C:52]([CH2:51][N:48]4[CH2:47][CH2:46][N:45]([CH3:44])[CH2:50][CH2:49]4)[O:53][CH:54]=3)=[N:9]2)=[CH:5][CH:4]=1 |^1:105,124|. Reported procedure: A stirred mixture of N-(4-(1-(4-methoxybenzyl)-3-iodo-1H-pyrazolo[3,4-b]pyridin-4-yloxy)-3-fluorophenyl)-N-(4-fluorophenyl)cyclopropane-1,1-dicarboxamide (35 mg, 0.0503 mmol) and a 14:86 mixture of 1-methyl-4-((4-(tributylstannyl)furan-2-yl)methyl)piperazine and 1-((4-bromo-5-(tributylstannyl)furan-2-yl)methyl)-4-methylpiperazine (26.0 mg, 0.0554 mmol, prepared in Example 66, Step B) in dioxane (0.5 mL) was sparged with N2 for 2 minutes. PdCl2(PPh3)2 (2 mg, 0.003 mmol) was added, and the reactio...